This data is from the Open Reaction Database (ORD), a public repository of structured organic reaction records. The task is: describe an organic reaction: reactants, conditions, products, and yield The reactants are C(C1=CC=CC=C1)C(C(=S)N)C1=NC=CC=C1 (2-benzyl-2-(2-pyridyl)thioacetamide), C(C=C)N (allylamine). The product is C(C=C)NC(C(C1=NC=CC=C1)CC1=CC=CC=C1)=S (N-allyl-2-benzyl-2-(2-pyridyl)thioacetamide). As a reaction SMILES: [CH2:1]([CH:8]([C:12]1[CH:17]=[CH:16][CH:15]=[CH:14][N:13]=1)[C:9]([NH2:11])=[S:10])[C:2]1[CH:7]=[CH:6][CH:5]=[CH:4][CH:3]=1.[CH2:18](N)[CH:19]=[CH2:20]>>[CH2:20]([NH:11][C:9](=[S:10])[CH:8]([CH2:1][C:2]1[CH:3]=[CH:4][CH:5]=[CH:6][CH:7]=1)[C:12]1[CH:17]=[CH:16][CH:15]=[CH:14][N:13]=1)[CH:19]=[CH2:18]. Procedure: By the procedure of Example 7, 2-benzyl-2-(2-pyridyl)thioacetamide is reacted with allylamine to give N-allyl-2-benzyl-2-(2-pyridyl)thioacetamide. Starting materials: COc1cc2[nH]ccc2c2c1OCCN(C(=O)OC(C)(C)C)C2C, O=S(=O)(Cl)c1c(F)cccc1F, [H-], [Na+], CN(C)C=O, O. Yields the product COc1cc2c(ccn2S(=O)(=O)c2c(F)cccc2F)c2c1OCCN(C(=O)OC(C)(C)C)C2C. Reaction SMILES: [CH3:1][O:2][c:3]1[c:4]2[c:5]([c:6]3[cH:7][cH:8][nH:9][c:10]3[cH:11]1)[CH:12]([CH3:24])[N:13]([C:17](=[O:18])[O:19][C:20]([CH3:21])([CH3:22])[CH3:23])[CH2:14][CH2:15][O:16]2.[F:27][c:28]1[c:29]([S:35](=[O:36])(=[O:37])[Cl:38])[c:30]([F:34])[cH:31][cH:32][cH:33]1.[H-:25].[Na+:26].[O:40]=[CH:41][N:42]([CH3:43])[CH3:44].[OH2:39]>>[CH3:1][O:2][c:3]1[c:4]2[c:5]([c:6]3[cH:7][cH:8][n:9]([S:35]([c:29]4[c:28]([F:27])[cH:33][cH:32][cH:31][c:30]4[F:34])(=[O:36])=[O:37])[c:10]3[cH:11]1)[CH:12]([CH3:24])[N:13]([C:17](=[O:18])[O:19][C:20]([CH3:21])([CH3:22])[CH3:23])[CH2:14][CH2:15][O:16]2. Reactants: CO, N=C1NC(=N)c2ccccc21, O=C(O)c1ccccc1. The product is N=C1NC(=N)c2ccccc21, O=C(O)c1ccccc1. As a reaction SMILES: [CH3:21][OH:22].[NH:1]=[C:2]1[NH:3][C:4](=[NH:11])[c:5]2[cH:6][cH:7][cH:8][cH:9][c:10]21.[OH:12][C:13](=[O:14])[c:15]1[cH:16][cH:17][cH:18][cH:19][cH:20]1>>[NH:1]=[C:2]1[NH:3][C:4](=[NH:11])[c:5]2[cH:6][cH:7][cH:8][cH:9][c:10]21.[O:12]=[C:13]([OH:14])[c:15]1[cH:16][cH:17][cH:18][cH:19][cH:20]1. Reactants: C(C)O (ethanol), C1(=CC=CC=C1)C(C#N)C (2-phenylpropionitrile), Cl (hydrochloric acid), [H][H] (hydrogen). The solvent is C(C)(C)(C)OC (methyl tert-butyl ether). The product is Cl.C1(=CC=CC=C1)C(CN)C (2-phenyl-1-propylamine HCl). The yield is 76.2%. Reaction SMILES: C(O)C.[C:4]1([CH:10]([CH3:13])[C:11]#[N:12])[CH:9]=[CH:8][CH:7]=[CH:6][CH:5]=1.[ClH:14].[H][H]>C(OC)(C)(C)C>[ClH:14].[C:4]1([CH:10]([CH3:13])[CH2:11][NH2:12])[CH:9]=[CH:8][CH:7]=[CH:6][CH:5]=1 |f:5.6|. Reported procedure: Charge to an autoclave hydrogenation apparatus under nitrogen water-wet 5% palladium on carbon (453 g), ethanol (6.36 L), 2-phenylpropionitrile (636 g, 4.85 moles) and finally concentrated (12M) hydrochloric acid (613 g, 5.6 mole). Stir the mixture rapidly and pressurize to 75 to 78 psi with hydrogen. Heat the mixture 50° C. to 64° C. for 3 hours. Depressurize and filter the reaction mixture to afford two lots of filtrate. Concentrate filtrates under reduced pressure to approximately 400 mL each... Starting materials: C(C)OC(C=C(C)OC1=C(C=CC(=C1)F)F)=O (3-(2,5-difluoro-phenoxy)-but-2-enoic acid ethyl ester), BrN1C(CCC1=O)=O (N-bromosuccinimide). The reagents and catalysts are C(C1=CC=CC=C1)(=O)OOC(C1=CC=CC=C1)=O (benzoyl peroxide). The solvent is C(Cl)(Cl)(Cl)Cl (carbon tetrachloride). Run at temperature 105 celsius. Product: C(C)OC(C=C(CBr)OC1=C(C=CC(=C1)F)F)=O (4-bromo-3-(2,5-difluoro-phenoxy)-but-2-enoic acid ethyl ester). The yield is 87.2%. RXN SMILES: [CH2:1]([O:3][C:4](=[O:17])[CH:5]=[C:6]([O:8][C:9]1[CH:14]=[C:13]([F:15])[CH:12]=[CH:11][C:10]=1[F:16])[CH3:7])[CH3:2].[Br:18]N1C(=O)CCC1=O>C(Cl)(Cl)(Cl)Cl.C(OOC(=O)C1C=CC=CC=1)(=O)C1C=CC=CC=1>[CH2:1]([O:3][C:4](=[O:17])[CH:5]=[C:6]([O:8][C:9]1[CH:14]=[C:13]([F:15])[CH:12]=[CH:11][C:10]=1[F:16])[CH2:7][Br:18])[CH3:2]. Reported procedure: A solution of 3-(2,5-difluoro-phenoxy)-but-2-enoic acid ethyl ester (1.35 g, 5.57 mmol) in carbon tetrachloride (30.9 mL) was treated with N-bromosuccinimide (1.09 g, 6.13 mmol) and benzoyl peroxide (108 mg, 0.44 mmol). The reaction was then heated to reflux (105° C.) for 5 h. At this time, the reaction was cooled to 25° C. and then was placed in the refrigerator overnight. At this time, the reaction was removed from the refrigerator. The resulting precipitate was removed by filtration and was r... Reactants: COC(=O)Cn1nc(-c2ccc(Cl)cc2)n(CCCC(=O)OC(C)(C)C)c1=O, CO, [Li+], [OH-], O. Product: CC(C)(C)OC(=O)CCCn1c(-c2ccc(Cl)cc2)nn(CC(=O)O)c1=O. As a reaction SMILES: [C:1]([CH3:2])([CH3:3])([CH3:4])[O:5][C:6]([CH2:7][CH2:8][CH2:9][n:10]1[c:11](-[c:21]2[cH:22][cH:23][c:24]([Cl:27])[cH:25][cH:26]2)[n:12][n:13]([CH2:16][C:17](=[O:18])[O:19][CH3:20])[c:14]1=[O:15])=[O:28].[CH3:32][OH:33].[Li+:29].[OH-:30].[OH2:31]>>[C:1]([CH3:2])([CH3:3])([CH3:4])[O:5][C:6]([CH2:7][CH2:8][CH2:9][n:10]1[c:11](-[c:21]2[cH:22][cH:23][c:24]([Cl:27])[cH:25][cH:26]2)[n:12][n:13]([CH2:16][C:17](=[O:18])[OH:19])[c:14]1=[O:15])=[O:28]. The reactants are O=C1CCC(=O)N1Br, Br, O=C(OOC(=O)c1ccccc1)c1ccccc1, ClC(Cl)(Cl)Cl, COC(=O)Cc1ccc(Oc2ccc(S(C)(=O)=O)cc2)cc1. Product: COC(=O)C(Br)c1ccc(Oc2ccc(S(C)(=O)=O)cc2)cc1. Reaction SMILES: [Br:23][N:24]1[C:25](=[O:26])[CH2:27][CH2:28][C:29]1=[O:30].[BrH:31].[C:32]([O:33][O:34][C:35](=[O:36])[c:37]1[cH:38][cH:39][cH:40][cH:41][cH:42]1)(=[O:43])[c:44]1[cH:45][cH:46][cH:47][cH:48][cH:49]1.[C:50]([Cl:51])([Cl:52])([Cl:53])[Cl:54].[CH3:1][S:2](=[O:3])(=[O:4])[c:5]1[cH:6][cH:7][c:8]([O:9][c:10]2[cH:11][cH:12][c:13]([CH2:16][C:17](=[O:18])[O:19][CH3:20])[cH:14][cH:15]2)[cH:21][cH:22]1>>[CH3:1][S:2](=[O:3])(=[O:4])[c:5]1[cH:6][cH:7][c:8]([O:9][c:10]2[cH:11][cH:12][c:13]([CH:16]([C:17](=[O:18])[O:19][CH3:20])[Br:23])[cH:14][cH:15]2)[cH:21][cH:22]1. Reactants: Cn1ccc(C(NC(=O)OC(C)(C)C)c2nc3cc(Cl)ccc3[nH]2)n1, ClCCl, O=C(O)C(F)(F)F. Yields the product Cn1ccc(C(N)c2nc3cc(Cl)ccc3[nH]2)n1. As a reaction SMILES: [C:1]([O:2][C:3]([CH3:4])([CH3:5])[CH3:6])(=[O:7])[NH:8][CH:9]([c:10]1[n:11][n:12]([CH3:15])[cH:13][cH:14]1)[c:16]1[n:17][c:18]2[c:19]([nH:20]1)[cH:21][cH:22][c:23]([Cl:25])[cH:24]2.[Cl:33][CH2:34][Cl:35].[OH:26][C:27]([C:28]([F:29])([F:30])[F:31])=[O:32]>>[NH2:8][CH:9]([c:10]1[n:11][n:12]([CH3:15])[cH:13][cH:14]1)[c:16]1[n:17][c:18]2[c:19]([nH:20]1)[cH:21][cH:22][c:23]([Cl:25])[cH:24]2.